Dataset: the Open Reaction Database (ORD), a public repository of structured organic reaction records. Task: describe an organic reaction: reactants, conditions, products, and yield Run at temperature 170 celsius. Starting materials: C1(CC1)CN (cyclopropylmethylamine), ClC1=C(C(=O)O)C=CC(=N1)Cl (2,6-dichloronicotinic acid). Product: ClC1=NC(=C(C(=O)O)C=C1)NCC1CC1 (6-Chloro-2-(cyclopropylmethyl-amino)-nicotinic acid). The solvent is C(C)(C)(C)O (tert-butanol), ClCCl (dichloromethane). Isolated yield 107.1%. Reaction SMILES: [CH:1]1([CH2:4][NH2:5])[CH2:3][CH2:2]1.Cl[C:7]1[N:15]=[C:14]([Cl:16])[CH:13]=[CH:12][C:8]=1[C:9]([OH:11])=[O:10]>C(O)(C)(C)C.ClCCl>[Cl:16][C:14]1[CH:13]=[CH:12][C:8]([C:9]([OH:11])=[O:10])=[C:7]([NH:5][CH2:4][CH:1]2[CH2:3][CH2:2]2)[N:15]=1. Procedure details: In a sealable tube, 3 g (42 mmol) of cyclopropylmethylamine is added to 3 g (14 mmol) of 2,6-dichloronicotinic acid in solution in tert-butanol (14 ml), the tube is sealed and heated at 170° C. for 30 minutes in a Biotage Initiator microwave. The reaction mixture is cooled to room temperature, diluted in dichloromethane (100 ml) and washed with a 10% aqueous solution of acetic acid (12 ml). The organic phase is dried over Na2SO4, filtered, concentrated and dried under vacuum. 3.4 g of product is...